Dataset: the Open Reaction Database (ORD), a public repository of structured organic reaction records. Task: describe an organic reaction: reactants, conditions, products, and yield Reactants: COc1cc(SCC[Si](C)(C)C)ccc1C1CCN(C(=O)OC(C)(C)C)C1, CCCC[N+](CCCC)(CCCC)CCCC, C1CCOC1, [F-], [K+], [Na+], [Na+], O=S(=O)([O-])[O-], O=S(=O)([O-])O. The product is COc1cc(S)ccc1C1CCN(C(=O)OC(C)(C)C)C1. As a reaction SMILES: [C:19]([CH3:20])([CH3:21])([CH3:22])[O:23][C:24](=[O:25])[N:26]1[CH2:27][CH:28]([c:31]2[c:32]([O:44][CH3:45])[cH:33][c:34]([S:37][CH2:38][CH2:39][Si:40]([CH3:41])([CH3:42])[CH3:43])[cH:35][cH:36]2)[CH2:29][CH2:30]1.[CH2:2]([N+:3]([CH2:4][CH2:5][CH2:6][CH3:7])([CH2:8][CH2:9][CH2:10][CH3:11])[CH2:12][CH2:13][CH2:14][CH3:15])[CH2:16][CH2:17][CH3:18].[CH2:59]1[O:60][CH2:61][CH2:62][CH2:63]1.[F-:1].[K+:51].[Na+:52].[Na+:53].[O-:54][S:55]([O-:56])(=[O:57])=[O:58].[S:46](=[O:47])(=[O:48])([OH:49])[O-:50]>>[C:19]([CH3:20])([CH3:21])([CH3:22])[O:23][C:24](=[O:25])[N:26]1[CH2:27][CH:28]([c:31]2[c:32]([O:44][CH3:45])[cH:33][c:34]([SH:37])[cH:35][cH:36]2)[CH2:29][CH2:30]1.